Task: describe an organic reaction: reactants, conditions, products, and yield. Dataset: the Open Reaction Database (ORD), a public repository of structured organic reaction records Starting materials: CN(C)\C=C\1/C(C2=C(NC(C1)=O)N=CC=C2)=O ((Z)-6-dimethylaminomethylene-6,7-dihydro-9H-pyrido[2,3-b]azepine-5,8-dione), COC=1C=C(C=CC1OC)NC(=N)N (1-(3,4-dimethoxyphenyl)guanidine). Yields the product COC=1C=C(C=CC1OC)NC1=NC2=C(CC(NC3=C2C=CC=N3)=O)C=N1 (2-(3,4-Dimethoxy-phenylamino)-5,7-dihydro-1,3,7,8-tetraaza-dibenzo[a,c]cyclohepten-6-one). As a reaction SMILES: CN(/[CH:4]=[C:5]1\[C:6](=O)[C:7]2[CH:16]=[CH:15][CH:14]=[N:13][C:8]=2[NH:9][C:10](=[O:12])[CH2:11]\1)C.[CH3:18][O:19][C:20]1[CH:21]=[C:22]([NH:28][C:29]([NH2:31])=[NH:30])[CH:23]=[CH:24][C:25]=1[O:26][CH3:27]>>[CH3:18][O:19][C:20]1[CH:21]=[C:22]([NH:28][C:29]2[N:31]=[CH:4][C:5]3[CH2:11][C:10](=[O:12])[NH:9][C:8]4[N:13]=[CH:14][CH:15]=[CH:16][C:7]=4[C:6]=3[N:30]=2)[CH:23]=[CH:24][C:25]=1[O:26][CH3:27]. Procedure details: In a manner similar to method H (NaHCO3 used in place of K2CO3) (Z)-6-dimethylaminomethylene-6,7-dihydro-9H-pyrido[2,3-b]azepine-5,8-dione (v-h) and 1-(3,4-dimethoxyphenyl)guanidine were converted to I-1 (85%): MS Rt=1.3 min. m/z 364 (M+H).